Task: describe an organic reaction: reactants, conditions, products, and yield. Dataset: the Open Reaction Database (ORD), a public repository of structured organic reaction records The reactants are N(=C=O)C(C(=O)OC)(CC=1C2=CC=CC=C2C=C2C=CC=CC12)[C@@H]1C[C@@H](C1)C(=O)OC (Methyl cis-2-isocyanato-2-(3-methoxycarbonyl cyclobutyl)-3-(9-anthracenyl)propanoate), [OH-].[Na+] (sodium hydroxide), Example 16 ( vi ). The product is NC(C(=O)O)(CC=1C2=CC=CC=C2C=C2C=CC=CC12)[C@@H]1C[C@@H](C1)C(=O)O (Cis-2-amino-2-(3-carboxycyclobutyl)-3-(9-anthracenyl) propanoic acid). As a reaction SMILES: [N:1]([C:4]([C@H:24]1[CH2:27][C@@H:26]([C:28]([O:30]C)=[O:29])[CH2:25]1)([CH2:9][C:10]1[C:11]2[C:16]([CH:17]=[C:18]3[C:23]=1[CH:22]=[CH:21][CH:20]=[CH:19]3)=[CH:15][CH:14]=[CH:13][CH:12]=2)[C:5]([O:7]C)=[O:6])=C=O.[OH-].[Na+]>>[NH2:1][C:4]([C@H:24]1[CH2:27][C@@H:26]([C:28]([OH:30])=[O:29])[CH2:25]1)([CH2:9][C:10]1[C:11]2[C:16]([CH:17]=[C:18]3[C:23]=1[CH:22]=[CH:21][CH:20]=[CH:19]3)=[CH:15][CH:14]=[CH:13][CH:12]=2)[C:5]([OH:7])=[O:6] |f:1.2|. Reported procedure: Methyl cis-2-isocyanato-2-(3-methoxycarbonyl cyclobutyl)-3-(9-anthracenyl)propanoate (65 mg, 0.16 mmol) was treated with aqueous sodium hydroxide and the reaction worked up following the procedure described in Example 16 (vi) to give the title compound as a pale yellow solid (m.p. 213-216° C.), 1H NMR (D2 0/NaOD) δ 8.42(s), 8.35(d), 8.06(s), 8.02(d),7.50-7.58 (m), 3.87 (dd), 2.70-2.92 (m), 1.88-2.06(m) The reactants are N1=CC=C(C=C1)C1=NN=C2N1C=CN=C2 (3-(4-Pyridinyl)[1,2,4]triazolo[4,3-a]pyrazine). Reagents/catalysts: [Pd] (Pd/C). Solvent: C(C)O (ethanol). Yields the product N1=CC=C(C=C1)C1=NN=C2N1CCNC2 (3-(4-pyridinyl)-5,6,7,8-tetrahydro[1,2,4]triazolo[4,3-a]pyrazine). Yield: 52.4%. Reaction SMILES: [N:1]1[CH:6]=[CH:5][C:4]([C:7]2[N:11]3[CH:12]=[CH:13][N:14]=[CH:15][C:10]3=[N:9][N:8]=2)=[CH:3][CH:2]=1>[Pd].C(O)C>[N:1]1[CH:2]=[CH:3][C:4]([C:7]2[N:11]3[CH2:12][CH2:13][NH:14][CH2:15][C:10]3=[N:9][N:8]=2)=[CH:5][CH:6]=1. Procedure details: 3-(4-Pyridinyl)[1,2,4]triazolo[4,3-a]pyrazine (538 mg, 2.73 mmol) was hydrogenated under atmospheric hydrogen with 10% Pd/C as a catalyst in ethanol at ambient temperature for 36 hours. The catalyst was filtered off and the solvent was evaporated. The residue was purified on silica gel chromatography using 0-20% of 2M methanol in ammonia—Dichloromethane as eluent to give 3-(4-pyridinyl)-5,6,7,8-tetrahydro[1,2,4]triazolo[4,3-a]pyrazine (0.288 g). Starting materials: BrC=1C=CC2=C(C(=NCC=3N2C(=NN3)CCl)C3=CC=CC=C3)C1 (8-bromo-1-(chloromethyl)-6-phenyl-4H-s-triazolo[4,3-a][1,4]benzodiazepine), C(C)NCC1CC1 (ethyl(cyclopropylmethyl)amine). Yields the product BrC=1C=CC2=C(C(=NCC=3N2C(=NN3)CN(CC)CC3CC3)C3=CC=CC=C3)C1 (8-bromo-1-[[(cyclopropylmethyl)ethylamino]methyl]-6-phenyl-4H-s-triazolo[4,3-a][1,4]benzodiazepine). Reaction SMILES: [Br:1][C:2]1[CH:3]=[CH:4][C:5]2[N:11]3[C:12]([CH2:15]Cl)=[N:13][N:14]=[C:10]3[CH2:9][N:8]=[C:7]([C:17]3[CH:22]=[CH:21][CH:20]=[CH:19][CH:18]=3)[C:6]=2[CH:23]=1.[CH2:24]([NH:26][CH2:27][CH:28]1[CH2:30][CH2:29]1)[CH3:25]>>[Br:1][C:2]1[CH:3]=[CH:4][C:5]2[N:11]3[C:12]([CH2:15][N:26]([CH2:27][CH:28]4[CH2:30][CH2:29]4)[CH2:24][CH3:25])=[N:13][N:14]=[C:10]3[CH2:9][N:8]=[C:7]([C:17]3[CH:22]=[CH:21][CH:20]=[CH:19][CH:18]=3)[C:6]=2[CH:23]=1. Procedure details: In the manner given in Preparation 29, 8-bromo-1-(chloromethyl)-6-phenyl-4H-s-triazolo[4,3-a][1,4]benzodiazepine is treated with ethyl(cyclopropylmethyl)amine to give 8-bromo-1-[[(cyclopropylmethyl)ethylamino]methyl]-6-phenyl-4H-s-triazolo[4,3-a][1,4]benzodiazepine. Preparation 32 8-(Trifluoromethyl)-1-[[(cyclopropylmethyl)methylamino]methyl]-6-(o-chlorophenyl)-4H-s-triazolo[4,3-a][1,4]benzodiazepine Starting materials: C1(=CC=CC=C1)C(CC(CC(SC(C)(C)C)=O)=O)O (S-t-butyl 5-Phenyl-5-hydroxy-3-oxopentanethioate), C(#N)[BH3-].[Na+] (sodium cyanoborohydride). Product: C1(=CC=CC=C1)C(CC(CC(SC(C)(C)C)=O)O)O (S-t-butyl 5-phenyl-3,5-dihydroxypentanethioate). Yield: 79.6%. Reagents/catalysts: CC([O-])C.CC([O-])C.CC([O-])C.[Cl-].[Ti+4] (titanium chloride triisopropoxide). Reported procedure: By carrying out the reaction as in Example 9 but starting from 500 mg of S-t-butyl 5-Phenyl-5-hydroxy-3-oxopentanethioate (1.78 mmol), 0.49 cm3 of titanium chloride triisopropoxide (1.96 mmol) and from 131.9 mg of sodium cyanoborohydride, there is obtained, after 3 hours 40 minutes, with a yield of 79.5%, 400 mg of S-t-butyl 5-phenyl-3,5-dihydroxypentanethioate for which the syn/anti ratio is equal to 90/10. Reaction SMILES: [C:1]1([CH:7]([OH:19])[CH2:8][C:9](=[O:18])[CH2:10][C:11](=[O:17])[S:12][C:13]([CH3:16])([CH3:15])[CH3:14])[CH:6]=[CH:5][CH:4]=[CH:3][CH:2]=1.C([BH3-])#N.[Na+]>CC(C)[O-].CC(C)[O-].CC(C)[O-].[Cl-].[Ti+4]>[C:1]1([CH:7]([OH:19])[CH2:8][CH:9]([OH:18])[CH2:10][C:11](=[O:17])[S:12][C:13]([CH3:16])([CH3:14])[CH3:15])[CH:2]=[CH:3][CH:4]=[CH:5][CH:6]=1 |f:1.2,3.4.5.6.7|. Starting materials: S1C=CC2=C1C=CC(=C2)C=O (1-benzothiophene-5-carbaldehyde), CC1(OC(=O)CC(=O)O1)C (Meldrum's acid), N1C(C(=O)O)CCC1 (D,L-proline), CSCC=1C=CC=C2C=CNC12 (7-[(Methylsulfanyl)methyl]-1H-indole). Run in C(C)#N (acetonitrile). Conditions: time 8 hour. Yields the product S1C=CC2=C1C=CC(=C2)C(C2C(OC(OC2=O)(C)C)=O)C2=CNC1=C(C=CC=C21)CSC (5-[(1-Benzothiophen-5-yl){7-[(methylsulfanyl)methyl]-1H-indol-3-yl}methyl]-2,2-dimethyl-1,3-dioxane-4,6-dione). As a reaction SMILES: [S:1]1[C:5]2[CH:6]=[CH:7][C:8]([CH:10]=O)=[CH:9][C:4]=2[CH:3]=[CH:2]1.[CH3:12][C:13]1([CH3:21])[O:20][C:18](=[O:19])[CH2:17][C:15](=[O:16])[O:14]1.N1CCCC1C(O)=O.[CH3:30][S:31][CH2:32][C:33]1[CH:34]=[CH:35][CH:36]=[C:37]2[C:41]=1[NH:40][CH:39]=[CH:38]2>C(#N)C>[S:1]1[C:5]2[CH:6]=[CH:7][C:8]([CH:10]([C:38]3[C:37]4[C:41](=[C:33]([CH2:32][S:31][CH3:30])[CH:34]=[CH:35][CH:36]=4)[NH:40][CH:39]=3)[CH:17]3[C:18](=[O:19])[O:20][C:13]([CH3:21])([CH3:12])[O:14][C:15]3=[O:16])=[CH:9][C:4]=2[CH:3]=[CH:2]1. Reported procedure: 1.02 g (5.66 mmol) of 1-benzothiophene-5-carbaldehyde, 0.82 g (5.66 mmol) of Meldrum's acid and 0.03 g (0.28 mmol) of D,L-proline were added to a solution of 1.00 g (5.66 mmol) of the compound from Example 8A in 8 ml of acetonitrile. The reaction mixture was stirred at RT overnight and then the solvent was removed in vacuo. Purification of the residue by preparative HPLC (mobile phase: acetonitrile/water gradient) resulted in 1.73 g (71% purity, 47% of theory) of the title compound.